From a dataset of the Open Reaction Database (ORD), a public repository of structured organic reaction records. describe an organic reaction: reactants, conditions, products, and yield The reactants are BrC1=CC=C(C(=N1)CN[C@@H](CO)C(C)C)F ((2R)-2-{[(6-bromo-3-fluoropyridin-2-yl)methyl]amino}-3-methylbutan-1-ol), FC1=C(C=CC(=C1F)F)B(O)O (2,3,4-trifluorophenylboronic acid), [O-]P(=O)([O-])[O-].[O-]P(=O)([O-])[O-].[Ca+2].[Ca+2].[Ca+2] (Synthos), C(=O)([O-])[O-].[Cs+].[Cs+] (Cs2CO3). Reagents/catalysts: [Pd] (Pd). Run in C(C)O (ethanol), C(C)O (ethanol). Yields the product FC=1C(=NC(=CC1)C1=C(C(=C(C=C1)F)F)F)CN[C@@H](CO)C(C)C ((2R)-2-({[3-fluoro-6-(2,3,4-trifluorophenyl)pyridin-2-yl]methyl}amino)-3-methylbutan-1-ol). As a reaction SMILES: Br[C:2]1[N:7]=[C:6]([CH2:8][NH:9][C@H:10]([CH:13]([CH3:15])[CH3:14])[CH2:11][OH:12])[C:5]([F:16])=[CH:4][CH:3]=1.[F:17][C:18]1[C:23]([F:24])=[C:22]([F:25])[CH:21]=[CH:20][C:19]=1B(O)O.C([O-])([O-])=O.[Cs+].[Cs+].[O-]P([O-])([O-])=O.[O-]P([O-])([O-])=O.[Ca+2].[Ca+2].[Ca+2]>C(O)C.[Pd]>[F:16][C:5]1[C:6]([CH2:8][NH:9][C@H:10]([CH:13]([CH3:15])[CH3:14])[CH2:11][OH:12])=[N:7][C:2]([C:21]2[CH:20]=[CH:19][C:18]([F:17])=[C:23]([F:24])[C:22]=2[F:25])=[CH:3][CH:4]=1 |f:2.3.4,5.6.7.8.9|. Procedure: A 4 mL vial was charged with SiliaCat DPP-Pd (0.1 equivalent., 26 mg, purchased from Silicycle). Solutions of Example 73A (20 mg, 0.07 mmol) in ethanol (1.0 mL) and 2,3,4-trifluorophenylboronic acid (14 mg, 0.08 mmol) in ethanol (0.3 mL) were added followed by 1 M aqueous Cs2CO3 (0.21 mL). The mixture was heated (Synthos 3000 Anton Paar microwave reaction system) for 30 minutes at 120° C., then filtered and concentrated. The residue was purified by reverse phase HPLC to provide the title compoun... Starting materials: BrC1=NC=CC=C1C=O (Bromo-3-pyridinecarboxaldehyde), O (water), C(CO)O (ethylene glycol), ClC=1C=C(C=C(C1)Cl)S(=O)(=O)NC1=NC2=CC=CC=C2N=C1OCC1=CC2=CC=CC=C2C=C1 (3,5-dichloro-N-{3-[(2-naphthyl)methoxy]quinoxalin-2-yl}-benzenesulfonamide). Solvent: C1(=CC=CC=C1)C (toluene). The product is BrC1=NC=C(C=C1)C1OCCO1 (2-bromo-5-(1,3-dioxolan-2-yl)pyridine). The yield is 992.8%. Reaction SMILES: [Br:1]C1C(C=O)=CC=CN=1.[CH2:10]([OH:13])[CH2:11][OH:12].ClC1C=C(S(NC2[C:35](OCC3C=CC4C(=CC=CC=4)C=3)=[N:34][C:33]3C(=[CH:29][CH:30]=[CH:31][CH:32]=3)N=2)(=O)=O)C=C(Cl)C=1.O>C1(C)C=CC=CC=1>[Br:1][C:33]1[CH:32]=[CH:31][C:30]([CH:29]2[O:13][CH2:10][CH2:11][O:12]2)=[CH:35][N:34]=1. Procedure: 6 Bromo-3-pyridinecarboxaldehyde (1.03 g, 5.54 mmol), ethylene glycol (370 μL, 6.65 mol) and Amberlyst 15 (200 mg) were suspended in toluene (100 mL). The mixture was heated to reflux under a nitrogen atmosphere for 12 hours, during which produced water was removed by use of a Dean-Stark trap. The reaction mixture was filtered and the mother liquid was concentrated. The residue was purified by column chromatography (hexane/ethyl acetate=7/3) to give 2-bromo-5-(1,3-dioxolan-2-yl)pyridine (895 mg,... Starting materials: ClC1=CC=C(C=C1)C1(CCC1)C1=NCCC2=CC=C(C=C12)OC (1-[1-(4-chlorophenyl)cyclobutyl]-7-methoxy-3,4-dihydroisoquinoline). Solvent: Br (hydrobromic acid). Conditions: temperature 120 celsius, time 4 hour. Yields the product ClC1=CC=C(C=C1)C1(CCC1)C1=NCCC2=CC=C(C=C12)O (1-[1-(4-Chlorophenyl)cyclobutyl]-3,4-dihydroisoquinolin-7-ol). Reaction SMILES: [Cl:1][C:2]1[CH:7]=[CH:6][C:5]([C:8]2([C:12]3[C:21]4[C:16](=[CH:17][CH:18]=[C:19]([O:22]C)[CH:20]=4)[CH2:15][CH2:14][N:13]=3)[CH2:11][CH2:10][CH2:9]2)=[CH:4][CH:3]=1>Br>[Cl:1][C:2]1[CH:3]=[CH:4][C:5]([C:8]2([C:12]3[C:21]4[C:16](=[CH:17][CH:18]=[C:19]([OH:22])[CH:20]=4)[CH2:15][CH2:14][N:13]=3)[CH2:11][CH2:10][CH2:9]2)=[CH:6][CH:7]=1. Procedure details: The crude 1-[1-(4-chlorophenyl)cyclobutyl]-7-methoxy-3,4-dihydroisoquinoline (10.25 g, 30.8 mmol) was treated with 47% aqueous hydrobromic acid (109 mL) and stirred at 120° C. for 4 h. The reaction mixture was cooled to room temperature. The aqueous layer was decanted. The crude product was treated with dichloromethan, methanol and water and the pH was adjusted to 10 with aqueous 1N sodium hydroxide solution. The product precipitated and the solid was collected by filtration. The product was was... Reactants: C1CCOC1, CO, OC1CCN(c2ccc3nnc(C(F)(F)F)n3n2)CC1, CC(C)OC(=O)N=NC(=O)OC(C)C, Oc1ccc(OCc2ccccc2)cc1, c1ccc(P(c2ccccc2)c2ccccc2)cc1. Product: FC(F)(F)c1nnc2ccc(N3CCC(Oc4ccc(OCc5ccccc5)cc4)CC3)nn12. Reaction SMILES: [CH2:69]1[O:70][CH2:71][CH2:72][CH2:73]1.[CH3:74][OH:75].[F:15][C:16]([c:17]1[n:18][n:19][c:20]2[n:21]1[n:22][c:23]([N:26]1[CH2:27][CH2:28][CH:29]([OH:32])[CH2:30][CH2:31]1)[cH:24][cH:25]2)([F:33])[F:34].[O:1]=[C:2]([O:3][CH:4]([CH3:5])[CH3:6])[N:7]=[N:8][C:9]([O:10][CH:11]([CH3:12])[CH3:13])=[O:14].[OH:35][c:36]1[cH:37][cH:38][c:39]([O:40][CH2:41][c:42]2[cH:43][cH:44][cH:45][cH:46][cH:47]2)[cH:48][cH:49]1.[c:50]1([P:51]([c:52]2[cH:53][cH:54][cH:55][cH:56][cH:57]2)[c:58]2[cH:59][cH:60][cH:61][cH:62][cH:63]2)[cH:64][cH:65][cH:66][cH:67][cH:68]1>>[F:15][C:16]([c:17]1[n:18][n:19][c:20]2[n:21]1[n:22][c:23]([N:26]1[CH2:27][CH2:28][CH:29]([O:32][c:36]3[cH:37][cH:38][c:39]([O:40][CH2:41][c:42]4[cH:43][cH:44][cH:45][cH:46][cH:47]4)[cH:48][cH:49]3)[CH2:30][CH2:31]1)[cH:24][cH:25]2)([F:33])[F:34]. Starting materials: C(CCC)[Li] (n-butyl-lithium), ice water, S(O)(O)(=O)=O (sulphuric acid), ClC1(CC1)C(CC1=C(C=CC=C1)Cl)(CN1N=CN=C1)O (2-(1-chloro-cyclopropyl)-1-(2-chlorophenyl)-3-(1,2,4-triazol-1-yl)-propan-2-ol), [S] (sulphur). The solvent is CCCCCC (hexane), O1CCCC1 (tetrahydrofuran). Reaction conditions: temperature 0 celsius, time 30 minute. Yields the product ClC1(CC1)C(CC1=C(C=CC=C1)Cl)(CN1N=CN=C1S)O (2-(1-chloro-cyclopropyl)-1-(2-chlorophenyl)-3-(5-mercapto-1 ,2,4-triazol-1-yl)-propan-2-ol). The yield is 93.0%. RXN SMILES: [Cl:1][C:2]1([C:5]([OH:20])([CH2:14][N:15]2[CH:19]=[N:18][CH:17]=[N:16]2)[CH2:6][C:7]2[CH:12]=[CH:11][CH:10]=[CH:9][C:8]=2[Cl:13])[CH2:4][CH2:3]1.C([Li])CCC.[S].[S:27](=O)(=O)(O)O>CCCCCC.O1CCCC1>[Cl:1][C:2]1([C:5]([OH:20])([CH2:14][N:15]2[C:19]([SH:27])=[N:18][CH:17]=[N:16]2)[CH2:6][C:7]2[CH:12]=[CH:11][CH:10]=[CH:9][C:8]=2[Cl:13])[CH2:3][CH2:4]1 |^3:25|. Reported procedure: A mixture of 3.12 g (10 mmol) of 2-(1-chloro-cyclopropyl)-1-(2-chlorophenyl)-3-(1,2,4-triazol-1-yl)-propan-2-ol and 45 ml of absolute tetrahydrofuran is treated at 20° C. with 8.4 ml (21 mmol) of n-butyl-lithium in hexane, and the mixture is stirred at 0° C. for 30 minutes. The reaction mixture is then cooled to -70° C., 0.32 g (10 mmol) of sulphur powder are added, and the mixture is stirred for 30 minutes at -70° C. It is heated to -10° C., and treated with ice-water and brought to a pH of 5 b... Reactants: Cc1cnc(N2CCN(C(=O)c3ccc(Br)c(C)c3)CC2)c(C)c1, O=C1NCCO1. Yields the product Cc1cnc(N2CCN(C(=O)c3ccc(N4CCOC4=O)c(C)c3)CC2)c(C)c1. RXN SMILES: [Br:1][c:2]1[c:3]([CH3:24])[cH:4][c:5]([C:8](=[O:9])[N:10]2[CH2:11][CH2:12][N:13]([c:16]3[n:17][cH:18][c:19]([CH3:23])[cH:20][c:21]3[CH3:22])[CH2:14][CH2:15]2)[cH:6][cH:7]1.[O:25]1[C:26](=[O:30])[NH:27][CH2:28][CH2:29]1>>[c:2]1([N:27]2[C:26](=[O:30])[O:25][CH2:29][CH2:28]2)[c:3]([CH3:24])[cH:4][c:5]([C:8](=[O:9])[N:10]2[CH2:11][CH2:12][N:13]([c:16]3[n:17][cH:18][c:19]([CH3:23])[cH:20][c:21]3[CH3:22])[CH2:14][CH2:15]2)[cH:6][cH:7]1. Starting materials: compound, ClC1=NC=NC2=CC=C(C=C12)O (4-chloro-6-hydroxy-quinazoline), FC1=NC=C(C=C1F)F (2,3,5-trifluoropyridine), NC1=NC(=NS1)C (5-amino-3-methyl[1,2,4]thiadiazole). The product is FC=1C(=NC=C(C1)F)OC=1C=C2C(=NC=NC2=CC1)NC1=NC(=NS1)C ([6-(3,5-Difluoropyridin-2-yloxy)-quinazolin-4-yl]-3-methyl-[1,2,4]thiadiazol-5-yl-amine). Reaction SMILES: F[C:2]1[C:7]([F:8])=[CH:6][C:5]([F:9])=[CH:4][N:3]=1.[NH2:10][C:11]1[S:15][N:14]=[C:13]([CH3:16])[N:12]=1.Cl[C:18]1[C:27]2[C:22](=[CH:23][CH:24]=[C:25]([OH:28])[CH:26]=2)[N:21]=[CH:20][N:19]=1>>[F:8][C:7]1[C:2]([O:28][C:25]2[CH:26]=[C:27]3[C:22](=[CH:23][CH:24]=2)[N:21]=[CH:20][N:19]=[C:18]3[NH:10][C:11]2[S:15][N:14]=[C:13]([CH3:16])[N:12]=2)=[N:3][CH:4]=[C:5]([F:9])[CH:6]=1. Procedure: The compound of Example 90 was manufactured by the same method as in Example 95, by a similar method thereto or by a combination of such a method with a conventional method using 2,3,5-trifluoropyridine, 5-amino-3-methyl[1,2,4]thiadiazole and 4-chloro-6-hydroxy-quinazoline. Starting materials: C(=O)(Cl)Cl (phosgene), Cl.FC1=C(C=CC=C1)C(C(OCC)=N)O (ethyl 1-(2-fluorophenyl)-1-hydroxymethanecarboximidate hydrochloride), O1CCCC1 (tetrahydrofuran). Run in C1(=CC=CC=C1)C (toluene). Product: FC1=C(C=CC=C1)C1C(NC(O1)=O)=O (5-(2-Fluorophenyl)oxazolidine-2,4-dione). As a reaction SMILES: [C:1](Cl)(Cl)=[O:2].Cl.[F:6][C:7]1[CH:12]=[CH:11][CH:10]=[CH:9][C:8]=1[CH:13]([OH:19])[C:14](=[NH:18])[O:15]CC.O1CCCC1>C1(C)C=CC=CC=1>[F:6][C:7]1[CH:12]=[CH:11][CH:10]=[CH:9][C:8]=1[CH:13]1[O:19][C:1](=[O:2])[NH:15][C:14]1=[O:18] |f:1.2|. Reported procedure: By the procedure of Example 3, except that a reaction time of 2 hours at room temperature was employed following the phosgene perfusion step, ethyl 1-(2-fluorophenyl)-1-hydroxymethanecarboximidate hydrochloride (14.5 g., 0.062 mole) in 500 ml. of tetrahydrofuran was converted to toluene recrystallized 5-(2-fluorophenyl)oxazolidine-2,4-dione (7.32 g., 60%; m.p. 129°-131° C.). Starting materials: CC(=O)OCCBr, CN(C)C=O, O, Cc1ccc(-c2c(C#N)c(CC(C)C)nc3ccc(O)cc23)cc1. Product: CC(=O)OCCOc1ccc2nc(CC(C)C)c(C#N)c(-c3ccc(C)cc3)c2c1. As a reaction SMILES: [C:25]([CH3:26])(=[O:27])[O:28][CH2:29][CH2:30][Br:31].[CH3:32][N:33]([CH3:34])[CH:35]=[O:36].[OH2:37].[OH:1][c:2]1[cH:3][c:4]2[c:5](-[c:18]3[cH:19][cH:20][c:21]([CH3:24])[cH:22][cH:23]3)[c:6]([C:16]#[N:17])[c:7]([CH2:12][CH:13]([CH3:14])[CH3:15])[n:8][c:9]2[cH:10][cH:11]1>>[O:1]([c:2]1[cH:3][c:4]2[c:5](-[c:18]3[cH:19][cH:20][c:21]([CH3:24])[cH:22][cH:23]3)[c:6]([C:16]#[N:17])[c:7]([CH2:12][CH:13]([CH3:14])[CH3:15])[n:8][c:9]2[cH:10][cH:11]1)[CH2:30][CH2:29][O:28][C:25]([CH3:26])=[O:27].